This data is from the Open Reaction Database (ORD), a public repository of structured organic reaction records. The task is: describe an organic reaction: reactants, conditions, products, and yield The reactants are Nc1ccc2c(c1)COC(Nc1cccc(C3CC3)c1)=N2, O=Cc1nccs1. The product is c1cc(NC2=Nc3ccc(NCc4nccs4)cc3CO2)cc(C2CC2)c1. RXN SMILES: [CH:1]1([c:4]2[cH:5][c:6]([NH:10][C:11]3=[N:16][c:15]4[c:14]([cH:20][c:19]([NH2:21])[cH:18][cH:17]4)[CH2:13][O:12]3)[cH:7][cH:8][cH:9]2)[CH2:2][CH2:3]1.[CH:22](=[O:23])[c:24]1[s:25][cH:26][cH:27][n:28]1>>[CH:1]1([c:4]2[cH:5][c:6]([NH:10][C:11]3=[N:16][c:15]4[c:14]([cH:20][c:19]([NH:21][CH2:22][c:24]5[s:25][cH:26][cH:27][n:28]5)[cH:18][cH:17]4)[CH2:13][O:12]3)[cH:7][cH:8][cH:9]2)[CH2:2][CH2:3]1. The product is Cc1ccc(S(=O)(=O)N2CCSCC2C(=O)OCC=Cc2ccccc2)cc1. The reactants are CN(C)c1ccncc1, C(=NC1CCCCC1)=NC1CCCCC1, ClCCl, Cc1ccc(S(=O)(=O)N2CCSCC2C(=O)O)cc1, OCC=Cc1ccccc1. Reaction SMILES: [CH3:45][N:46]([c:47]1[cH:48][cH:49][n:50][cH:51][cH:52]1)[CH3:53].[CH:30]1([N:31]=[C:32]=[N:33][CH:34]2[CH2:35][CH2:36][CH2:37][CH2:38][CH2:39]2)[CH2:40][CH2:41][CH2:42][CH2:43][CH2:44]1.[Cl:54][CH2:55][Cl:56].[c:1]1([CH3:19])[cH:2][cH:3][c:4]([S:7](=[O:8])(=[O:9])[N:10]2[CH:11]([C:16](=[O:17])[OH:18])[CH2:12][S:13][CH2:14][CH2:15]2)[cH:5][cH:6]1.[c:20]1([CH:26]=[CH:27][CH2:28][OH:29])[cH:21][cH:22][cH:23][cH:24][cH:25]1>>[c:1]1([CH3:19])[cH:2][cH:3][c:4]([S:7](=[O:8])(=[O:9])[N:10]2[CH:11]([C:16]([O:17][CH2:28][CH:27]=[CH:26][c:20]3[cH:21][cH:22][cH:23][cH:24][cH:25]3)=[O:18])[CH2:12][S:13][CH2:14][CH2:15]2)[cH:5][cH:6]1.